From a dataset of the Open Reaction Database (ORD), a public repository of structured organic reaction records. describe an organic reaction: reactants, conditions, products, and yield The reactants are C1(=CC=CC=C1)P(C1=CC=CC=C1)C1=CC=CC=C1 (triphenylphosphine), C1(CC1)CN1C(N(C(C=2NC(=NC12)CC1=CC=C(C=C1)NC)=O)CC1=C(C=CC=C1)F)=O (3-cyclopropylmethyl-1-(2-fluoro-benzyl)-8-(4-methylamino-benzyl)-3,7-dihydro-purine-2,6-dione), CN1N=CC(=C1)C(=O)O (1-methyl-1H-pyrazole-4-carboxylic acid), ClN1C(CCC1=O)=O (N-chlorosuccinimide). Solvent: ClCCl (dichloromethane), ClCCl (dichloromethane). Conditions: temperature 0 celsius, time 30 minute. Yields the product C1(CC1)CN1C(N(C(C=2NC(=NC12)CC1=CC=C(C=C1)N(C(=O)C=1C=NN(C1)C)C)=O)CC1=C(C=CC=C1)F)=O (1-methyl-1H-pyrazole-4-carboxylic acid {4-[3-cyclopropylmethyl-1-(2-fluoro-benzyl)-2,6-dioxo-2,3,6,7-tetrahydro-1H-purin-8-ylmethyl]-phenyl}-methyl-amide). The yield is 94.5%. Reaction SMILES: [CH3:1][N:2]1[CH:6]=[C:5]([C:7]([OH:9])=O)[CH:4]=[N:3]1.C1(P(C2C=CC=CC=2)C2C=CC=CC=2)C=CC=CC=1.ClN1C(=O)CCC1=O.[CH:37]1([CH2:40][N:41]2[C:49]3[N:48]=[C:47]([CH2:50][C:51]4[CH:56]=[CH:55][C:54]([NH:57][CH3:58])=[CH:53][CH:52]=4)[NH:46][C:45]=3[C:44](=[O:59])[N:43]([CH2:60][C:61]3[CH:66]=[CH:65][CH:64]=[CH:63][C:62]=3[F:67])[C:42]2=[O:68])[CH2:39][CH2:38]1>ClCCl>[CH:37]1([CH2:40][N:41]2[C:49]3[N:48]=[C:47]([CH2:50][C:51]4[CH:52]=[CH:53][C:54]([N:57]([CH3:58])[C:7]([C:5]5[CH:4]=[N:3][N:2]([CH3:1])[CH:6]=5)=[O:9])=[CH:55][CH:56]=4)[NH:46][C:45]=3[C:44](=[O:59])[N:43]([CH2:60][C:61]3[CH:66]=[CH:65][CH:64]=[CH:63][C:62]=3[F:67])[C:42]2=[O:68])[CH2:39][CH2:38]1. Procedure: A mixture of 1-methyl-1H-pyrazole-4-carboxylic acid (22 mg, 0.17 mmol) in dichloromethane (2.0 mL) at 25° C. was treated with triphenylphosphine (54 mg, 0.21 mmol). This mixture was cooled to 0° C. and then treated with N-chlorosuccinimide (28 mg, 0.21 mmol). This mixture was stirred at 0° C. for 30 min and then was warmed to 25° C. At this time, the reaction was treated with 3-cyclopropylmethyl-1-(2-fluoro-benzyl)-8-(4-methylamino-benzyl)-3,7-dihydro-purine-2,6-dione (150 mg, 0.34 mmol). The re... Reactants: N (ammonia), solution, B(Cl)(Cl)Cl (boron trichloride), B(Cl)(Cl)Cl (boron trichloride), CO (MeOH), CO (methanol), NC1=CC(=C(C(=O)N(C)CCO[Si](C)(C)C(C)(C)C)C=C1Cl)OC (4-Amino-N-(2-((tert-butyldimethylsilyl)oxy)ethyl)-5-chloro-2-methoxy-N-methylbenzamide). Solvent: ClCCl (dichloromethane), ClCCl (dichloromethane). Reaction conditions: time 18 hour. Product: NC1=CC(=C(C(=O)N(C)CCO)C=C1Cl)O (4-Amino-5-chloro-2-hydroxy-N-(2-hydroxyethyl)-N-methylbenzamide). Isolated yield 77.1%. RXN SMILES: [NH2:1][C:2]1[C:21]([Cl:22])=[CH:20][C:5]([C:6]([N:8]([CH2:10][CH2:11][O:12][Si](C(C)(C)C)(C)C)[CH3:9])=[O:7])=[C:4]([O:23]C)[CH:3]=1.B(Cl)(Cl)Cl.CO.N>ClCCl>[NH2:1][C:2]1[C:21]([Cl:22])=[CH:20][C:5]([C:6]([N:8]([CH2:10][CH2:11][OH:12])[CH3:9])=[O:7])=[C:4]([OH:23])[CH:3]=1. Procedure details: 4-Amino-N-(2-((tert-butyldimethylsilyl)oxy)ethyl)-5-chloro-2-methoxy-N-methylbenzamide (2.0 g, 5.3 mmol) was stirred in dichloromethane (100 mL) at −10° C. under an atmosphere of nitrogen and a 1M solution of boron trichloride in dichloromethane (10.68 mL, 10.7 mmol) was added dropwise. The reaction was allowed to warm to room temperature then left to stir at this temperature for 18 h. The reaction was cooled to −10° C. and a further 1 equivalent of boron trichloride solution was added dropwise,...